describe an organic reaction: reactants, conditions, products, and yield From a dataset of the Open Reaction Database (ORD), a public repository of structured organic reaction records. Starting materials: COC1=C2CCCC2=C(C=C1OC)C=O (4,5-dimethoxy-7-indanaldehyde), C(C)(=O)[O-].[NH4+] (ammonium acetate), C[N+](=O)[O-] (CH3NO2). Solvent: C(C)(=O)O (acetic acid). Conditions: temperature 112 celsius. Yields the product COC1=C2CCCC2=C(C=C1OC)C=C[N+](=O)[O-] (4,5-Dimethoxy-7-nitrovinylindane). The yield is 9.1%. Reaction SMILES: [CH3:1][O:2][C:3]1[C:11]([O:12][CH3:13])=[CH:10][C:9]([CH:14]=O)=[C:8]2[C:4]=1[CH2:5][CH2:6][CH2:7]2.C([O-])(=O)C.[NH4+].[CH3:21][N+:22]([O-:24])=[O:23]>C(O)(=O)C>[CH3:1][O:2][C:3]1[C:11]([O:12][CH3:13])=[CH:10][C:9]([CH:14]=[CH:21][N+:22]([O-:24])=[O:23])=[C:8]2[C:4]=1[CH2:5][CH2:6][CH2:7]2 |f:1.2|. Procedure details: To a 100 ml 3-necked round bottom flask fitted with a condenser and thermometer and magnetically stirred, was added 12.97 g (0.063 mole) of 4,5-dimethoxy-7-indanaldehyde, 3.00 g (0.039 mole) of ammonium acetate, 13.0 ml (0.292 mole) of CH3NO2 and 40 ml of glacial acetic acid. This mixture was heated for 1 to 2 hours at 112° C. As the reaction solution began to cool the entire solution solidified. After cooling in an ice bath and removing the solvent by filtration, the solid 4,5-dimethoxy-7-nitro... Starting materials: CCOC(=O)C1CSCCN1c1ncc(C(=O)OC)cc1[N+](=O)[O-], ClCCl, [H][H], c1ccc(OP(Oc2ccccc2)Oc2ccccc2)cc1. The product is COC(=O)c1cnc2c(c1)NC(=O)C1CSCCN21. Reaction SMILES: [CH3:1][O:2][C:3](=[O:4])[c:5]1[cH:6][c:7]([N+:22]([O-:19])=[O:20])[c:8]([N:11]2[CH:12]([C:17](=[O:18])[O:21][CH2:23][CH3:24])[CH2:13][S:14][CH2:15][CH2:16]2)[n:9][cH:10]1.[Cl:49][CH2:50][Cl:51].[H:47][H:48].[P:25]([O:26][c:27]1[cH:28][cH:29][cH:30][cH:31][cH:32]1)([O:33][c:34]1[cH:35][cH:36][cH:37][cH:38][cH:39]1)[O:40][c:41]1[cH:42][cH:43][cH:44][cH:45][cH:46]1>>[CH3:1][O:2][C:3](=[O:4])[c:5]1[cH:6][c:7]2[c:8]([n:9][cH:10]1)[N:11]1[CH:12]([CH2:13][S:14][CH2:15][CH2:16]1)[C:17](=[O:18])[NH:22]2. Starting materials: [H][H], O, CCC(C)(C)c1cc(-n2nc3ccccc3[n+]2[O-])c(O)c(C(C)(C)CC)c1. Yields the product CCC(C)(C)c1cc(-n2nc3ccccc3n2)c(O)c(C(C)(C)CC)c1. Reaction SMILES: [H:28][H:29].[OH2:30].[OH:1][c:2]1[c:3](-[n:18]2[n:19][c:20]3[c:21]([n+:22]2[O-:23])[cH:24][cH:25][cH:26][cH:27]3)[cH:4][c:5]([C:13]([CH3:14])([CH3:15])[CH2:16][CH3:17])[cH:6][c:7]1[C:8]([CH3:9])([CH3:10])[CH2:11][CH3:12]>>[OH:1][c:2]1[c:3](-[n:18]2[n:19][c:20]3[c:21]([n:22]2)[cH:24][cH:25][cH:26][cH:27]3)[cH:4][c:5]([C:13]([CH3:14])([CH3:15])[CH2:16][CH3:17])[cH:6][c:7]1[C:8]([CH3:9])([CH3:10])[CH2:11][CH3:12]. Starting materials: CC(C)N(C)C(=O)N(C1CCCCC1)C1CCN(C(=O)OC(C)(C)C)CC1, NC1CCN(C(=O)OCc2ccccc2)C1. Product: CC(C)N(C)C(=O)N(C1CCCCC1)C1CCNCC1. RXN SMILES: [C:17]([O:18][C:19]([CH3:20])([CH3:21])[CH3:22])(=[O:23])[N:24]1[CH2:25][CH2:26][CH:27]([N:30]([C:31]([N:32]([CH:33]([CH3:34])[CH3:35])[CH3:36])=[O:37])[CH:38]2[CH2:39][CH2:40][CH2:41][CH2:42][CH2:43]2)[CH2:28][CH2:29]1.[C:1]([N:2]1[CH2:3][CH2:4][CH:5]([NH2:6])[CH2:7]1)([O:8][CH2:9][c:10]1[cH:11][cH:12][cH:13][cH:14][cH:15]1)=[O:16]>>[NH:24]1[CH2:25][CH2:26][CH:27]([N:30]([C:31]([N:32]([CH:33]([CH3:34])[CH3:35])[CH3:36])=[O:37])[CH:38]2[CH2:39][CH2:40][CH2:41][CH2:42][CH2:43]2)[CH2:28][CH2:29]1. The reactants are O (water), [OH-].[Na+] (sodium hydroxide), CC1=CC=C(C=C1)S(=O)(=O)OC[C@H]1OC[C@@H](OC1)[C@H]1CC(=NO1)C1=NC(=NC(=C1)C(NCC1=CC(=C(C=C1)F)OC)=O)C (((2S,5R)-5-((R)-3-(6-((4-fluoro-3-methoxybenzyl)carbamoyl)-2-methylpyrimidin-4-yl)-4,5-dihydroisoxazol-5-yl)-1,4-dioxan-2-yl)methyl 4-methylbenzenesulfonate). Reagents/catalysts: C(C)(=O)[O-].C(CCC)[N+](CCCC)(CCCC)CCCC (tetra butyl ammonium acetate). The solvent is CN(C)C=O (DMF), CCOC(=O)C (EtOAc). Product: FC1=C(C=C(CNC(=O)C2=NC(=NC(=C2)C2=NO[C@H](C2)[C@@H]2OC[C@H](OC2)CO)C)C=C1)OC (N-(4-fluoro-3-methoxybenzyl)-6-((R)-5-((2R,5R)-5-(hydroxymethyl)-1,4-dioxan-2-yl)-4,5-dihydroisoxazol-3-yl)-2-methylpyrimidine-4-carboxamide). Yield: 61.5%. Reaction SMILES: CC1C=CC(S([O:11][CH2:12][C@@H:13]2[CH2:18][O:17][C@@H:16]([C@@H:19]3[O:23][N:22]=[C:21]([C:24]4[CH:29]=[C:28]([C:30](=[O:42])[NH:31][CH2:32][C:33]5[CH:38]=[CH:37][C:36]([F:39])=[C:35]([O:40][CH3:41])[CH:34]=5)[N:27]=[C:26]([CH3:43])[N:25]=4)[CH2:20]3)[CH2:15][O:14]2)(=O)=O)=CC=1.O.[OH-].[Na+]>C([O-])(=O)C.C([N+](CCCC)(CCCC)CCCC)CCC.CN(C=O)C.CCOC(C)=O>[F:39][C:36]1[CH:37]=[CH:38][C:33]([CH2:32][NH:31][C:30]([C:28]2[CH:29]=[C:24]([C:21]3[CH2:20][C@H:19]([C@H:16]4[CH2:15][O:14][C@H:13]([CH2:12][OH:11])[CH2:18][O:17]4)[O:23][N:22]=3)[N:25]=[C:26]([CH3:43])[N:27]=2)=[O:42])=[CH:34][C:35]=1[O:40][CH3:41] |f:2.3,4.5|. Reported procedure: A solution of ((2S,5R)-5-((R)-3-(6-((4-fluoro-3-methoxybenzyl)carbamoyl)-2-methylpyrimidin-4-yl)-4,5-dihydroisoxazol-5-yl)-1,4-dioxan-2-yl)methyl 4-methylbenzenesulfonate (0.7 g, 1.13 mmol, Preparation #G.6) and tetra butyl ammonium acetate (0.72 g, 2.34 mmol, Aldrich) in DMF (5 mL) were stirred for 3 h at 70° C. The reaction mixture was cooled to RT, the reaction vessel was charged sequentially with water (10 mL) and 1.0N aqueous sodium hydroxide (5 mL). After string for 20 minu at RT it was di...